From a dataset of the Open Reaction Database (ORD), a public repository of structured organic reaction records. describe an organic reaction: reactants, conditions, products, and yield The reactants are Cl.ClC1=CC=C2C(=CC=NC2=C1)NC1=CC=C(C=C1)S(=O)(=O)Cl (4-(7-Chloro-4-quinolinylamino)benzenesulphonyl chloride hydrochloride), Cl.FC1=CC=C(C(=O)N2CCNCC2)C=C1 (1-(4-fluorobenzoyl) piperazine hydrochloride), C([O-])([O-])=O.[Na+].[Na+] (sodium carbonate). The solvent is C(Cl)(Cl)Cl (chloroform), O (water). Yields the product ClC1=CC=C2C(=CC=NC2=C1)NC1=CC=C(C=C1)S(=O)(=O)N1CCN(CC1)C(C1=CC=C(C=C1)F)=O (1-[4-(7-Chloro-4-quinolinylamino)benzenesulphonyl]-4-(4-fluorobenzoyl)piperazine). The yield is 5.0%. RXN SMILES: Cl.[Cl:2][C:3]1[CH:12]=[C:11]2[C:6]([C:7]([NH:13][C:14]3[CH:19]=[CH:18][C:17]([S:20](Cl)(=[O:22])=[O:21])=[CH:16][CH:15]=3)=[CH:8][CH:9]=[N:10]2)=[CH:5][CH:4]=1.Cl.[F:25][C:26]1[CH:39]=[CH:38][C:29]([C:30]([N:32]2[CH2:37][CH2:36][NH:35][CH2:34][CH2:33]2)=[O:31])=[CH:28][CH:27]=1.C(=O)([O-])[O-].[Na+].[Na+]>C(Cl)(Cl)Cl.O>[Cl:2][C:3]1[CH:12]=[C:11]2[C:6]([C:7]([NH:13][C:14]3[CH:19]=[CH:18][C:17]([S:20]([N:35]4[CH2:34][CH2:33][N:32]([C:30](=[O:31])[C:29]5[CH:28]=[CH:27][C:26]([F:25])=[CH:39][CH:38]=5)[CH2:37][CH2:36]4)(=[O:22])=[O:21])=[CH:16][CH:15]=3)=[CH:8][CH:9]=[N:10]2)=[CH:5][CH:4]=1 |f:0.1,2.3,4.5.6|. Reported procedure: 4-(7-Chloro-4-quinolinylamino)benzenesulphonyl chloride hydrochloride (7.8 g, 0.02 mol) was added portion-wise with stirring to a cold mixture of 1-(4-fluorobenzoyl) piperazine hydrochloride (4.9 g, 0.02 mol) in chloroform (250 ml) and sodium carbonate (24.4 g) in water (250 ml). The cooling bath was removed and the mixture was allowed to warm to room temperature. After 1 hour the chloroform layer was separated and dried (MgSO4). The solvent was removed by evaporation to give a brown gum. Crysta... The reactants are O1C(COCC1)CN1CCC2=C(CC1)C=CC(=C2)N (3-1,4-Dioxinan-2-ylmethyl-2,3,4,5-tetrahydro-1H-3-benzazepin-7-ylamine), O1C(COCC1)CN1CCC2=C(CC1)C=C(C(=C2)N)OC (3-1,4-Dioxinan-2-ylmethyl-8-methoxy-2,3,4,5-tetrahydro-1H-3-benzazepin-7-ylamine), ClC1=NC=C(C(=N1)NC1=C(C=C(C=C1)OC)N1N=CC=C1)Cl ((2,5-Dichloro-pyrimidin-4-yl)-(4-methoxy-2-pyrazol-1-yl-phenyl)-amine). Yields the product ClC=1C(=NC(=NC1)NC1=CC2=C(CCN(CC2)CC2OCCOC2)C=C1)NC1=C(C=C(C=C1)OC)N1N=CC=C1 (5-Chloro-N*2*-(3-[1,4]dioxan-2-ylmethyl-2,3,4,5-tetrahydro-1H-benzo[d]azepin-7-yl)-N*4*-(4-methoxy-2-pyrazol-1-yl-phenyl)-pyrimidine-2,4-diamine). As a reaction SMILES: [O:1]1[CH2:6][CH2:5][O:4][CH2:3][CH:2]1[CH2:7][N:8]1[CH2:14][CH2:13][C:12]2[CH:15]=[CH:16][C:17]([NH2:19])=[CH:18][C:11]=2[CH2:10][CH2:9]1.O1CCOCC1CN1CCC2C=C(OC)C(N)=CC=2CC1.Cl[C:42]1[N:47]=[C:46]([NH:48][C:49]2[CH:54]=[CH:53][C:52]([O:55][CH3:56])=[CH:51][C:50]=2[N:57]2[CH:61]=[CH:60][CH:59]=[N:58]2)[C:45]([Cl:62])=[CH:44][N:43]=1>>[Cl:62][C:45]1[C:46]([NH:48][C:49]2[CH:54]=[CH:53][C:52]([O:55][CH3:56])=[CH:51][C:50]=2[N:57]2[CH:61]=[CH:60][CH:59]=[N:58]2)=[N:47][C:42]([NH:19][C:17]2[CH:16]=[CH:15][C:12]3[CH2:13][CH2:14][N:8]([CH2:7][CH:2]4[CH2:3][O:4][CH2:5][CH2:6][O:1]4)[CH2:9][CH2:10][C:11]=3[CH:18]=2)=[N:43][CH:44]=1. Procedure details: 3-1,4-Dioxinan-2-ylmethyl-2,3,4,5-tetrahydro-1H-3-benzazepin-7-ylamine, prepared in a similar manner as 3-1,4-Dioxinan-2-ylmethyl-8-methoxy-2,3,4,5-tetrahydro-1H-3-benzazepin-7-ylamine of Example 636b, was reacted with (2,5-Dichloro-pyrimidin-4-yl)-(4-methoxy-2-pyrazol-1-yl-phenyl)-amine, of Example 611c, in a similar manner as Example 601b to yield desired product 5-Chloro-N*2*-(3-[1,4]dioxan-2-ylmethyl-2,3,4,5-tetrahydro-1H-benzo[d]azepin-7-yl)-N*4*-(4-methoxy-2-pyrazol-1-yl-phenyl)-pyrimidine... The reactants are [Cl-], [Cl-], [Cl-], [Cl-], NC1CN2CCC1CC2, O=C1c2ccccc2OCc2ncccc21, [Ti+4], c1ccccc1. The product is c1ccc2c(c1)OCc1ncccc1C2=NC1CN2CCC1CC2. RXN SMILES: [Cl-:32].[Cl-:33].[Cl-:34].[Cl-:35].[NH2:17][CH:18]1[CH2:19][N:20]2[CH2:21][CH2:22][CH:23]1[CH2:24][CH2:25]2.[O:1]=[C:2]1[c:3]2[c:4]([cH:13][cH:14][cH:15][cH:16]2)[O:5][CH2:6][c:7]2[n:8][cH:9][cH:10][cH:11][c:12]21.[Ti+4:36].[cH:26]1[cH:27][cH:28][cH:29][cH:30][cH:31]1>>[C:2]1(=[N:17][CH:18]2[CH2:19][N:20]3[CH2:21][CH2:22][CH:23]2[CH2:24][CH2:25]3)[c:3]2[c:4]([cH:13][cH:14][cH:15][cH:16]2)[O:5][CH2:6][c:7]2[n:8][cH:9][cH:10][cH:11][c:12]21. The reactants are [H-].[Na+] (NaH), BrC=1C=C(C=CC1)C1=NC2=C(N1)C=CC=C2 (2-(3-bromophenyl)-1H-benzimidazole), CI (CH3I). The solvent is C1CCOC1 (THF). Reaction conditions: time 1 hour. Product: BrC=1C=C(C=CC1)C1=NC2=C(N1C)C=CC=C2 (2-(3-Bromo-phenyl)-1-methyl-1H-benzimidazole). The yield is 90.1%. Reaction SMILES: [Br:1][C:2]1[CH:3]=[C:4]([C:8]2[NH:12][C:11]3[CH:13]=[CH:14][CH:15]=[CH:16][C:10]=3[N:9]=2)[CH:5]=[CH:6][CH:7]=1.[H-].[Na+].[CH3:19]I>C1COCC1>[Br:1][C:2]1[CH:3]=[C:4]([C:8]2[N:9]([CH3:19])[C:10]3[CH:16]=[CH:15][CH:14]=[CH:13][C:11]=3[N:12]=2)[CH:5]=[CH:6][CH:7]=1 |f:1.2|. Procedure details: 2-(3-bromophenyl)-1H-benzimidazole (7.8 g, 28.6 mmol) was completely dissolved in dry THF (300 ml), then NaH 60% m/m (1.49 g, 37.2 mmol) was added portionwise to the clear yellow solution. The light brown suspension was stirred 1 h rt, then CH3I (2.5 ml, 40.0 mmol) was added dropwise. The reaction mixture was stirred rt overnight. The reaction was quenched with H2O (300 ml), and extracted with EtOAc (2×450 ml). The organic extracts were dried over MgSO4, filtered and evaporated, to afford the co... The reactants are O=C(c1ncc[nH]1)c1ncc[nH]1, C1CCOC1, COc1ccc(CN)c(N)c1. The product is COc1ccc2c(c1)NC(=O)NC2. RXN SMILES: [C:12](=[O:13])([c:14]1[nH:15][cH:16][cH:17][n:18]1)[c:19]1[nH:20][cH:21][cH:22][n:23]1.[CH2:24]1[O:25][CH2:26][CH2:27][CH2:28]1.[NH2:1][CH2:2][c:3]1[c:4]([NH2:5])[cH:6][c:7]([O:10][CH3:11])[cH:8][cH:9]1>>[NH:1]1[CH2:2][c:3]2[c:4]([cH:6][c:7]([O:10][CH3:11])[cH:8][cH:9]2)[NH:5][C:12]1=[O:13]. The reactants are C1CCOC1, O=C(O)C=Cc1ccccc1F. Yields the product O=C(O)CCc1ccccc1F. RXN SMILES: [CH2:13]1[O:14][CH2:15][CH2:16][CH2:17]1.[F:1][c:2]1[c:3]([CH:8]=[CH:9][C:10](=[O:11])[OH:12])[cH:4][cH:5][cH:6][cH:7]1>>[F:1][c:2]1[c:3]([CH2:8][CH2:9][C:10](=[O:11])[OH:12])[cH:4][cH:5][cH:6][cH:7]1.